Task: describe an organic reaction: reactants, conditions, products, and yield. Dataset: the Open Reaction Database (ORD), a public repository of structured organic reaction records Reactants: CC(C)(N1CCCC1)C1=NN=C2N1C=C(C=C2)O[C@@H]2CC[C@@H](C1=CC=CC=C21)N ((1S,4R)-4-[3-(1-Methyl-1-pyrrolidin-1-yl-ethyl)-[1,2,4]triazolo[4,3-a]pyridin-6-yloxy]-1,2,3,4-tetrahydro-naphthalen-1-ylamine), CCN(C(C)C)C(C)C (DIPEA), ClC(COC(NC=1N(N=C(C1)C(C)(C)C)C1=CC=C(C=C1)C)=O)(Cl)Cl ((5-tert-butyl-2-p-tolyl-2H-pyrazol-3-yl)-carbamic acid 2,2,2-trichloro-ethyl ester). Run in O1CCOCC1 (1,4-dioxane). Reaction conditions: temperature 60 celsius. Product: C(C)(C)(C)C=1C=C(N(N1)C1=CC=C(C=C1)C)NC(=O)N[C@H]1CC[C@H](C2=CC=CC=C12)OC=1C=CC=2N(C1)C(=NN2)C(C)(N2CCCC2)C (1-(5-tert-Butyl-2-p-tolyl-2H-pyrazol-3-yl)-3-{(1S,4R)-4-[3-(1-methyl-1-pyrrolidin-1-yl-ethyl)-[1,2,4]triazolo[4,3-a]pyridin-6-yloxy]-1,2,3,4-tetrahydro-naphthalen-1-yl}-urea). As a reaction SMILES: [CH3:1][C:2]([C:9]1[N:13]2[CH:14]=[C:15]([O:18][C@H:19]3[C:28]4[C:23](=[CH:24][CH:25]=[CH:26][CH:27]=4)[C@@H:22]([NH2:29])[CH2:21][CH2:20]3)[CH:16]=[CH:17][C:12]2=[N:11][N:10]=1)([N:4]1[CH2:8][CH2:7][CH2:6][CH2:5]1)[CH3:3].CCN(C(C)C)C(C)C.ClC(Cl)(Cl)C[O:42][C:43](=O)[NH:44][C:45]1[N:46]([C:54]2[CH:59]=[CH:58][C:57]([CH3:60])=[CH:56][CH:55]=2)[N:47]=[C:48]([C:50]([CH3:53])([CH3:52])[CH3:51])[CH:49]=1>O1CCOCC1>[C:50]([C:48]1[CH:49]=[C:45]([NH:44][C:43]([NH:29][C@@H:22]2[C:23]3[C:28](=[CH:27][CH:26]=[CH:25][CH:24]=3)[C@H:19]([O:18][C:15]3[CH:16]=[CH:17][C:12]4[N:13]([C:9]([C:2]([CH3:1])([N:4]5[CH2:8][CH2:7][CH2:6][CH2:5]5)[CH3:3])=[N:10][N:11]=4)[CH:14]=3)[CH2:20][CH2:21]2)=[O:42])[N:46]([C:54]2[CH:59]=[CH:58][C:57]([CH3:60])=[CH:56][CH:55]=2)[N:47]=1)([CH3:53])([CH3:51])[CH3:52]. Procedure: To a solution of Intermediate 80c (180 mg, 0.46 mmol) in 1,4-dioxane (5.00 mL) was added DIPEA (160 μL, 0.92 mmol) and (5-tert-butyl-2-p-tolyl-2H-pyrazol-3-yl)-carbamic acid 2,2,2-trichloro-ethyl ester (Synthetic Communications, 2009, 39, 3999-4009, which is incorporated herein by reference in its entirety; 185 mg, 0.46 mmol). The reaction was heated to 60° C. overnight then cooled and partitioned between EtOAc and water. The aqueous layer was then extracted with EtOAc (3×). The combined organic...